This data is from the Open Reaction Database (ORD), a public repository of structured organic reaction records. The task is: describe an organic reaction: reactants, conditions, products, and yield Starting materials: ( 1 ), C(\C=C\C(=O)[O-])(=O)[O-].[NH4+].[NH4+] (ammonium fumarate). Run in [Cl-].[Mg+2].[Cl-] (magnesium chloride). Reaction conditions: time 48 hour. Yields the product N[C@@H](CC(=O)O)C(=O)O (L-aspartic acid). RXN SMILES: [C:1]([O-:8])(=[O:7])/[CH:2]=[CH:3]/[C:4]([O-:6])=[O:5].[NH4+:9].[NH4+]>[Cl-].[Mg+2].[Cl-]>[NH2:9][C@H:2]([C:1]([OH:8])=[O:7])[CH2:3][C:4]([OH:6])=[O:5] |f:0.1.2,3.4.5|. Reported procedure: The immobilized Serratia marcescens prepared in the above (1) (60 g) was packed in a jacketed column (4 cm×8 cm) and incubated at 37° C. for 48 hours to activate the immobilized cells (aspartase activity: 1,582,000 μmole/hr). After activation, 1M ammonium fumarate solution containing 1mM magnesium chloride (pH 8.5, 1,000 ml) was passed through the column at 37° C. at the flow rate of 150 ml/hr. The effluent was adjusted to pH 2.8 to give L-aspartic acid (127 g). Starting materials: SC1=NC2=C(N1)CCCC2 (2-mercapto-4,5,6,7-tetrahydro-1H-benzimidazole), Cl.NC1=C(CCl)C=CC=C1 (2-aminobenzyl chloride hydrochloride). Run in C(C)O (ethanol). Reaction conditions: time 2 hour. Yields the product NC1=C(CSC2=NC3=C(N2)CCCC3)C=CC=C1 (2-(2-aminobenzylthio)-4,5,6,7-tetrahydro-1H-benzimidazole). The yield is 71.3%. As a reaction SMILES: [SH:1][C:2]1[NH:6][C:5]2[CH2:7][CH2:8][CH2:9][CH2:10][C:4]=2[N:3]=1.Cl.[NH2:12][C:13]1[CH:20]=[CH:19][CH:18]=[CH:17][C:14]=1[CH2:15]Cl>C(O)C>[NH2:12][C:13]1[CH:20]=[CH:19][CH:18]=[CH:17][C:14]=1[CH2:15][S:1][C:2]1[NH:6][C:5]2[CH2:7][CH2:8][CH2:9][CH2:10][C:4]=2[N:3]=1 |f:1.2|. Procedure details: To a suspension of 1.5 g (purity 75%, 7.3 mmol) of 2-mercapto-4,5,6,7-tetrahydro-1H-benzimidazole in 15 ml of ethanol was added 1.3 g (7.3 mmol) of 2-aminobenzyl chloride hydrochloride, and the mixture was stirred for 2 hrs. at room temperature. Ethanol was distilled off under reduced pressure at room temperature. The residue was made alkaline by addition of saturated aqueous sodium hydrogencarbonate and then extracted with 40 ml of chloroform. The chloroform portion was washed with 10 ml of 0.2... Yields the product C(C)C1(C(NC(N(C1=O)C(C)C)=O)=O)N1C(C2=C(C(=C(C(=C2C1=O)F)F)F)F)=O (5-Ethyl-1-isopropyl-5-(4,5,6,7-tetrafluoro-1,3-dihydro-1,3-dioxo-2H-isoindol-2-yl)-2,4,6(1H,3H,5H)-pyrimidinetrione). Procedure: Compound 19g was prepared from 5-amino-5-ethyl-1-isopropylbarbituric acid (0.32 g, 1.50 mmol) using the same procedure described for 19f. The crude product was recrystallized from EtOH to give 5-ethyl-1-isopropyl-5-(tetrafluorophthalimido)barbituric acid (19g) as white crystals. Reactants: NC1(C(NC(N(C1=O)C(C)C)=O)=O)CC (5-amino-5-ethyl-1-isopropylbarbituric acid), C(C)N1C(NC(C(C1=O)(N1C(C2=C(C(=C(C(=C2C1=O)F)F)F)F)=O)C)=O)=O (1-Ethyl-5-methyl-5-(4,5,6,7-tetrafluoro-1,3-dihydro-1,3-dioxo-2H-isoindol-2-yl)-2,4,6(1H,3H,5H)-pyrimidinetrione). As a reaction SMILES: [NH2:1][C:2]1([CH2:14][CH3:15])[C:7](=[O:8])[N:6]([CH:9]([CH3:11])[CH3:10])[C:5](=[O:12])[NH:4][C:3]1=[O:13].C(N1C(=O)C(C)(N2[C:33](=[O:34])[C:32]3[C:27](=[C:28]([F:38])[C:29]([F:37])=[C:30]([F:36])[C:31]=3[F:35])[C:26]2=[O:39])C(=O)NC1=O)C>>[CH2:14]([C:2]1([N:1]2[C:26](=[O:39])[C:27]3[C:32](=[C:31]([F:35])[C:30]([F:36])=[C:29]([F:37])[C:28]=3[F:38])[C:33]2=[O:34])[C:7](=[O:8])[N:6]([CH:9]([CH3:11])[CH3:10])[C:5](=[O:12])[NH:4][C:3]1=[O:13])[CH3:15]. The reactants are Cl.C(C)OC=1C(=NC2=NC=CC(=C2C1)NC1=CC=C(C=C1)OC)C (3-ethoxy-5-(4-methoxyanilino)-2-methyl-1,8-naphthyridine hydrochloride), O.C(C=O)(=O)O (glyoxylic acid monohydrate), Cl (hydrochloric acid), FC(C(=O)O)(F)F (trifluoroacetic acid). Run in C(C)(=O)O (acetic acid), C([O-])(O)=O.[Na+] (sodium bicarbonate), O (water). Run at temperature 95 celsius. Yields the product O.O.Cl.C(C)OC=1C(=NC2=NC=CC(=C2C1)NC1=CC=C(C=C1)OC)C=CC(=O)O (3-[3-ethoxy-5-(4-methoxyanilino)-1,8-naphthyridin-2-yl]acrylic acid hydrochloride dihydrate). Reaction SMILES: [ClH:1].[CH2:2]([O:4][C:5]1[C:6]([CH3:24])=[N:7][C:8]2[C:13]([CH:14]=1)=[C:12]([NH:15][C:16]1[CH:21]=[CH:20][C:19]([O:22][CH3:23])=[CH:18][CH:17]=1)[CH:11]=[CH:10][N:9]=2)[CH3:3].O.[C:26]([OH:30])(=[O:29])[CH:27]=[O:28].FC(F)(F)C(O)=O.Cl>C(=O)(O)[O-].[Na+].O.C(O)(=O)C>[OH2:4].[OH2:28].[ClH:1].[CH2:2]([O:4][C:5]1[C:6]([CH:24]=[CH:27][C:26]([OH:30])=[O:29])=[N:7][C:8]2[C:13]([CH:14]=1)=[C:12]([NH:15][C:16]1[CH:17]=[CH:18][C:19]([O:22][CH3:23])=[CH:20][CH:21]=1)[CH:11]=[CH:10][N:9]=2)[CH3:3] |f:0.1,2.3,6.7,10.11.12.13|. Reported procedure: A mixture of 3-ethoxy-5-(4-methoxyanilino)-2-methyl-1,8-naphthyridine hydrochloride (5.0 g), glyoxylic acid monohydrate (2.2 g) and glacial acetic acid (50 ml) were stirred and treated dropwise with trifluoroacetic acid (12.5 ml). The mixture was stirred and heated at 95° C. for 22 hours and cooled to ambient temperature. The mixture was filtered and the solid obtained was stirred in sodium bicarbonate solution (100 ml) for 15 minutes. The mixture was filtered. The solid obtained was stirred in ...